This data is from the Open Reaction Database (ORD), a public repository of structured organic reaction records. The task is: describe an organic reaction: reactants, conditions, products, and yield The reactants are ClC1=C(C=C(C=C1)S(=O)(=O)N(COC)C=1C(=NC=C(C1)Cl)C1OC(C2=CC=CC=C12)=O)C(F)(F)F (4-chloro-N-[5-chloro-2-(3-oxo-1,3-dihydro-isobenzofuran-1-yl)-pyridin-3-yl]-N-methoxymethyl-3-trifluoromethyl-benzenesulfonamide). Run in Cl (HCl), O (water). Yields the product ClC1=C(C=C(C=C1)S(=O)(=O)NC=1C(=NC=C(C1)Cl)C1OC(C2=CC=CC=C12)=O)C(F)(F)F (4-chloro-N-[5-chloro-2-(3-oxo-1,3-dihydro-isobenzofuran-1-yl)-pyridin-3-yl]-3-trifluoromethyl-benzenesulfonamide). As a reaction SMILES: [Cl:1][C:2]1[CH:7]=[CH:6][C:5]([S:8]([N:11]([C:15]2[C:16]([CH:22]3[C:30]4[C:25](=[CH:26][CH:27]=[CH:28][CH:29]=4)[C:24](=[O:31])[O:23]3)=[N:17][CH:18]=[C:19]([Cl:21])[CH:20]=2)COC)(=[O:10])=[O:9])=[CH:4][C:3]=1[C:32]([F:35])([F:34])[F:33]>Cl.O>[Cl:1][C:2]1[CH:7]=[CH:6][C:5]([S:8]([NH:11][C:15]2[C:16]([CH:22]3[C:30]4[C:25](=[CH:26][CH:27]=[CH:28][CH:29]=4)[C:24](=[O:31])[O:23]3)=[N:17][CH:18]=[C:19]([Cl:21])[CH:20]=2)(=[O:9])=[O:10])=[CH:4][C:3]=1[C:32]([F:35])([F:33])[F:34]. Reported procedure: A solution of 4-chloro-N-[5-chloro-2-(3-oxo-1,3-dihydro-isobenzofuran-1-yl)-pyridin-3-yl]-N-methoxymethyl-3-trifluoromethyl-benzenesulfonamide in 3 mL HCl (4 M in dioxane) and 1 mL water was refluxed for 2 h. After cooling to room temperature, the mixture was concentrated and the residue was purified via preparative TLC (50% EtOAc in hexane) to provide 11 mg of 4-chloro-N-[5-chloro-2-(3-oxo-1,3-dihydro-isobenzofuran-1-yl)-pyridin-3-yl]-3-trifluoromethyl-benzenesulfonamide as an off white solid. ... Reactants: ClC1=CC(=CC=C1)C(=O)OO (3-chloroperbenzoic acid), FC1=CC=C(CN2C(=C(C3=CC(=CC=C23)C(=O)OCC)SC)C)C=C1 (ethyl 1-(4-fluorobenzyl)-2-methyl-3-(methylthio)-1H-indole-5-carboxylate), S(=O)(O)[O-].[Na+] (sodium hydrogen sulfite). Solvent: C(Cl)(Cl)Cl (chloroform). Reaction conditions: time 30 minute. The product is FC1=CC=C(CN2C(=C(C3=CC(=CC=C23)C(=O)OCC)S(=O)(=O)C)C)C=C1 (ethyl 1-(4-fluorobenzyl)-2-methyl-3-(methylsulfonyl)-1H-indole-5-carboxylate). RXN SMILES: [F:1][C:2]1[CH:25]=[CH:24][C:5]([CH2:6][N:7]2[C:15]3[C:10](=[CH:11][C:12]([C:16]([O:18][CH2:19][CH3:20])=[O:17])=[CH:13][CH:14]=3)[C:9](SC)=[C:8]2[CH3:23])=[CH:4][CH:3]=1.Cl[C:27]1C=CC=C(C(OO)=O)C=1.[S:37]([O-:40])(O)=[O:38].[Na+]>C(Cl)(Cl)Cl>[F:1][C:2]1[CH:25]=[CH:24][C:5]([CH2:6][N:7]2[C:15]3[C:10](=[CH:11][C:12]([C:16]([O:18][CH2:19][CH3:20])=[O:17])=[CH:13][CH:14]=3)[C:9]([S:37]([CH3:27])(=[O:40])=[O:38])=[C:8]2[CH3:23])=[CH:4][CH:3]=1 |f:2.3|. Procedure details: A 300 mg portion of ethyl 1-(4-fluorobenzyl)-2-methyl-3-(methylthio)-1H-indole-5-carboxylate was dissolved in 3 ml of chloroform, and 483 mg of 3-chloroperbenzoic acid under ice-cooling was added, followed by stirring at the same temperature for 30 minutes and then at room temperature for 1 hour. A 10% sodium hydrogen sulfite aqueous solution was added to the reaction liquid, followed by extraction with ethyl acetate. The organic layer was washed with a saturated sodium bicarbonate aqueous solut... The reactants are Nc1ccccc1, O, [O-]P(OCc1ccccc1)OCc1ccccc1, Oc1cccc2ccccc12. The product is c1ccc(Nc2cccc3ccccc23)cc1. Reaction SMILES: [NH2:12][c:13]1[cH:14][cH:15][cH:16][cH:17][cH:18]1.[OH2:37].[P:19]([O-:20])([O:21][CH2:22][c:23]1[cH:24][cH:25][cH:26][cH:27][cH:28]1)[O:29][CH2:30][c:31]1[cH:32][cH:33][cH:34][cH:35][cH:36]1.[c:1]1([OH:11])[cH:2][cH:3][cH:4][c:5]2[cH:6][cH:7][cH:8][cH:9][c:10]12>>[c:1]1([NH:12][c:13]2[cH:14][cH:15][cH:16][cH:17][cH:18]2)[cH:2][cH:3][cH:4][c:5]2[cH:6][cH:7][cH:8][cH:9][c:10]12. Reactants: CC(C)(O)c1ccc2c(c1)C(=CCCBr)c1cccnc1CO2, CC(C)O, O=C1Nc2ccc(Cl)cc2C2(CCNCC2)O1, [I-], [K+]. The product is CC(C)(O)c1ccc2c(c1)C(=CCCN1C(=O)OC3(CCNCC3)c3cc(Cl)ccc31)c1cccnc1CO2. RXN SMILES: [Br:18][CH2:19][CH2:20][CH:21]=[C:22]1[c:23]2[c:24]([cH:33][cH:34][c:35]([C:37]([CH3:38])([CH3:39])[OH:40])[cH:36]2)[O:25][CH2:26][c:27]2[c:28]1[cH:29][cH:30][cH:31][n:32]2.[CH:43]([OH:44])([CH3:45])[CH3:46].[Cl:1][c:2]1[cH:3][cH:4][c:5]2[c:6]([cH:17]1)[C:7]1([O:8][C:9](=[O:11])[NH:10]2)[CH2:12][CH2:13][NH:14][CH2:15][CH2:16]1.[I-:42].[K+:41]>>[Cl:1][c:2]1[cH:3][cH:4][c:5]2[c:6]([cH:17]1)[C:7]1([O:8][C:9](=[O:11])[N:10]2[CH2:19][CH2:20][CH:21]=[C:22]2[c:23]3[c:24]([cH:33][cH:34][c:35]([C:37]([CH3:38])([CH3:39])[OH:40])[cH:36]3)[O:25][CH2:26][c:27]3[c:28]2[cH:29][cH:30][cH:31][n:32]3)[CH2:12][CH2:13][NH:14][CH2:15][CH2:16]1. Starting materials: CCOc1ncccc1C1(OC(=O)N2CCN(C3CCN(C)CC3)CC2)C(=O)Nc2cc(F)c(C#N)cc21, COc1ccc(S(=O)(=O)Cl)c(OC)c1, CN(C)C=O, [H-], [Na+]. The product is CCOc1ncccc1C1(OC(=O)N2CCN(C3CCN(C)CC3)CC2)C(=O)N(S(=O)(=O)c2ccc(OC)cc2OC)c2cc(F)c(C#N)cc21. Reaction SMILES: [CH3:3][N:4]1[CH2:5][CH2:6][CH:7]([N:10]2[CH2:11][CH2:12][N:13]([C:16](=[O:17])[O:18][C:19]3([c:32]4[c:33]([O:38][CH2:39][CH3:40])[n:34][cH:35][cH:36][cH:37]4)[C:20](=[O:31])[NH:21][c:22]4[cH:23][c:24]([F:30])[c:25]([C:28]#[N:29])[cH:26][c:27]43)[CH2:14][CH2:15]2)[CH2:8][CH2:9]1.[CH3:41][O:42][c:43]1[c:44]([S:51](=[O:52])(=[O:53])[Cl:54])[cH:45][cH:46][c:47]([O:49][CH3:50])[cH:48]1.[CH3:55][N:56]([CH3:57])[CH:58]=[O:59].[H-:1].[Na+:2]>>[CH3:3][N:4]1[CH2:5][CH2:6][CH:7]([N:10]2[CH2:11][CH2:12][N:13]([C:16](=[O:17])[O:18][C:19]3([c:32]4[c:33]([O:38][CH2:39][CH3:40])[n:34][cH:35][cH:36][cH:37]4)[C:20](=[O:31])[N:21]([S:51]([c:44]4[c:43]([O:42][CH3:41])[cH:48][c:47]([O:49][CH3:50])[cH:46][cH:45]4)(=[O:52])=[O:53])[c:22]4[cH:23][c:24]([F:30])[c:25]([C:28]#[N:29])[cH:26][c:27]43)[CH2:14][CH2:15]2)[CH2:8][CH2:9]1. Starting materials: ClC1=C2C(=NC=C1)C=C(S2)C(=O)OC (methyl 7-chlorothieno[3,2-b]pyridine-2-carboxylate), NC=1C=C(C=CC1)O (3-aminophenol), CCOC(=O)C1CCCCC1=O (ethyl 2-cyclohexanonecarboxylate), C([O-])([O-])=O.[Cs+].[Cs+] (cesium carbonate). The reagents and catalysts are [Cu]Cl (copper(I) chloride). Run in CS(=O)C (DMSO). Run at temperature 70 celsius. Product: NC=1C=C(OC2=C3C(=NC=C2)C=C(S3)C(=O)OC)C=CC1 (methyl 7-(3-aminophenoxy)thieno[3,2-b]pyridine-2-carboxylate). Reaction SMILES: Cl[C:2]1[CH:7]=[CH:6][N:5]=[C:4]2[CH:8]=[C:9]([C:11]([O:13][CH3:14])=[O:12])[S:10][C:3]=12.[NH2:15][C:16]1[CH:17]=[C:18]([OH:22])[CH:19]=[CH:20][CH:21]=1.CCOC(C1C(=O)CCCC1)=O.C(=O)([O-])[O-].[Cs+].[Cs+]>CS(C)=O.[Cu]Cl>[NH2:15][C:16]1[CH:17]=[C:18]([CH:19]=[CH:20][CH:21]=1)[O:22][C:2]1[CH:7]=[CH:6][N:5]=[C:4]2[CH:8]=[C:9]([C:11]([O:13][CH3:14])=[O:12])[S:10][C:3]=12 |f:3.4.5|. Reported procedure: A mixture of methyl 7-chlorothieno[3,2-b]pyridine-2-carboxylate (500 mg, 2.20 mmol), 3-aminophenol (330 mg, 3.0 mmol), ethyl 2-cyclohexanonecarboxylate (73 mg, 0.43 mmol), copper(I) chloride (22 mg, 0.22 mmol) and cesium carbonate (1.48 g, 4.55 mmol) in 20 ml of anhydrous DMSO was placed in a 50 ml pressure tube, flushed with nitrogen, sealed and heated at 70° C. for 3 hours. The mixture was cooled to room temperature and poured into 100 ml of water. The precipitates were filtered, washed with w... Run in O1CCCC1 (tetrahydrofuran). Yields the product CNC(=O)NC1=C(C(=NS1)N1CCCC1)C#N (1-methyl-3-(4-cyano-3-(1-pyrrolidinyl)-5-isothiazolyl)urea). Procedure: A mixture of 16.0 g of 5-amino-4-cyano-3-(1-pyrrolidinyl)isothiazole, 25 drops of dibutyltin diacetate and 5.4 g of methyl isocyanate in 90 ml of tetrahydrofuran was heated under reflux for about 56 hours. Small increments of methyl isocyanate (3 ml at 27 hours and 2 ml at 40 hours) and dibutyltin diacetate (10 drops at 32 hours and 5 drops at 40 hours) were added during the reflux period. A solid that had formed was isolated by filtration. The filtrate was concentrated under reduced pressure to... As a reaction SMILES: [NH2:1][C:2]1[S:6][N:5]=[C:4]([N:7]2[CH2:11][CH2:10][CH2:9][CH2:8]2)[C:3]=1[C:12]#[N:13].[CH3:14][N:15]=[C:16]=[O:17]>C([O-])(=O)C.C([O-])(=O)C.C([Sn+2]CCCC)CCC.O1CCCC1>[CH3:14][NH:15][C:16]([NH:1][C:2]1[S:6][N:5]=[C:4]([N:7]2[CH2:11][CH2:10][CH2:9][CH2:8]2)[C:3]=1[C:12]#[N:13])=[O:17] |f:2.3.4|. Isolated yield 82.1%. Reactants: CN=C=O (methyl isocyanate), NC1=C(C(=NS1)N1CCCC1)C#N (5-amino-4-cyano-3-(1-pyrrolidinyl)isothiazole), CN=C=O (methyl isocyanate). The reagents and catalysts are C(C)(=O)[O-].C(C)(=O)[O-].C(CCC)[Sn+2]CCCC (dibutyltin diacetate), C(C)(=O)[O-].C(C)(=O)[O-].C(CCC)[Sn+2]CCCC (dibutyltin diacetate). Starting materials: CC(C)(C)[O-], CCOC(C)=O, CC(C)Br, Ic1ccc2[nH]ncc2c1, [K+], CN(C)C=O. The product is CC(C)n1cc2cc(I)ccc2n1. Reaction SMILES: [CH3:15][C:16]([CH3:17])([O-:18])[CH3:19].[CH3:21][CH2:22][O:23][C:24](=[O:25])[CH3:26].[CH:11]([CH3:12])([CH3:13])[Br:14].[I:1][c:2]1[cH:3][c:4]2[cH:5][n:6][nH:7][c:8]2[cH:9][cH:10]1.[K+:20].[O:27]=[CH:28][N:29]([CH3:30])[CH3:31]>>[I:1][c:2]1[cH:3][c:4]2[cH:5][n:6]([CH:11]([CH3:12])[CH3:13])[n:7][c:8]2[cH:9][cH:10]1. Reactants: CCOC(=O)C1=CC(OC(CC)CC)C(NC(C)=O)C(N=[N+]=[N-])C1, CCCCP(CCCC)CCCC, CC(=O)O, CCO, O. Product: CCOC(=O)C1=CC(OC(CC)CC)C(NC(C)=O)C(N)C1. RXN SMILES: [CH2:1]([CH3:2])[O:3][C:4](=[O:5])[C:6]1=[CH:7][CH:8]([O:19][CH:20]([CH2:21][CH3:22])[CH2:23][CH3:24])[CH:9]([NH:15][C:16]([CH3:17])=[O:18])[CH:10]([N:12]=[N+:13]=[N-:14])[CH2:11]1.[CH2:30]([P:31]([CH2:32][CH2:33][CH2:34][CH3:35])[CH2:36][CH2:37][CH2:38][CH3:39])[CH2:40][CH2:41][CH3:42].[CH3:26][C:27](=[O:28])[OH:29].[CH3:43][CH2:44][OH:45].[OH2:25]>>[CH2:1]([CH3:2])[O:3][C:4](=[O:5])[C:6]1=[CH:7][CH:8]([O:19][CH:20]([CH2:21][CH3:22])[CH2:23][CH3:24])[CH:9]([NH:15][C:16]([CH3:17])=[O:18])[CH:10]([NH2:12])[CH2:11]1.